From a dataset of the Open Reaction Database (ORD), a public repository of structured organic reaction records. describe an organic reaction: reactants, conditions, products, and yield The reactants are FC(C=1C=2N(N=C(C1)C1=CC=C(C=C1)C(F)(F)F)C=CN2)(F)F (8-Trifluoromethyl-6-(4-trifluoromethyl-phenyl)-imidazo[1,2-b]pyridazine), ICl (iodine monochloride). Yields the product IC1=CN=C2N1N=C(C=C2C(F)(F)F)C2=CC=C(C=C2)C(F)(F)F (3-Iodo-8-trifluoromethyl-6-(4-trifluoromethyl-phenyl)-imidazo[1,2-b]pyridazine). The yield is 98.0%. RXN SMILES: [F:1][C:2]([F:23])([F:22])[C:3]1[C:4]2[N:5]([CH:19]=[CH:20][N:21]=2)[N:6]=[C:7]([C:9]2[CH:14]=[CH:13][C:12]([C:15]([F:18])([F:17])[F:16])=[CH:11][CH:10]=2)[CH:8]=1.[I:24]Cl>>[I:24][C:19]1[N:5]2[N:6]=[C:7]([C:9]3[CH:14]=[CH:13][C:12]([C:15]([F:16])([F:17])[F:18])=[CH:11][CH:10]=3)[CH:8]=[C:3]([C:2]([F:1])([F:22])[F:23])[C:4]2=[N:21][CH:20]=1. Procedure: Prepared from 8-trifluoromethyl-6-(4-trifluoromethyl-phenyl)-imidazo[1,2-b]pyridazine (example C.26 step 10) (4.44 g, 14 mmol) and iodine monochloride as described in example C.20 step 3. Obtained the title compound as a yellow solid (5.803 g, 98%). MS (ISP) 458.2 [(M+H)+]. Starting materials: C(C)(C)N(CC)C(C)C (diisopropylethylamine), COCCl (methoxymethyl chloride), OC=1C=C(C(=O)OC)C=CC1 (methyl 3-hydroxybenzoate). Run in ClCCl (dichloromethane). Yields the product COCOC=1C=C(C(=O)OC)C=CC1 (Methyl 3-methoxymethoxy-benzoate). Yield: 79.5%. As a reaction SMILES: C(N(C(C)C)CC)(C)C.[CH3:10][O:11][CH2:12]Cl.[OH:14][C:15]1[CH:16]=[C:17]([CH:22]=[CH:23][CH:24]=1)[C:18]([O:20][CH3:21])=[O:19]>ClCCl>[CH3:10][O:11][CH2:12][O:14][C:15]1[CH:16]=[C:17]([CH:22]=[CH:23][CH:24]=1)[C:18]([O:20][CH3:21])=[O:19]. Procedure: At about 0° C., diisopropylethylamine (1.7 g, 13.1 mmol) and methoxymethyl chloride (635 mg, 7.9 mmol) were sequentially added to a solution of methyl 3-hydroxybenzoate (1 g, 6.6 mmol) in dry dichloromethane (10 mL). The resulting mixture was maintained at ambient temperature for about 3 hours. Following standard extractive workup, the crude product was purified by flash column chromatography on silica gel (2×16 cm, petroleum ether/ethyl acetate=10/1 elution) to give the title product (1.03 g, 8... Reactants: BrC=1C=CC(=C(C1)NCCC(=O)OC)[N+](=O)[O-] (methyl 3-(5-bromo-2-nitrophenylamino)propanoate). Reagents/catalysts: [Fe] (Iron). The solvent is [NH4+].[Cl-] (NH4Cl), C(C)O (ethanol). Run at temperature 60 celsius. The product is NC1=C(C=C(C=C1)Br)NCCC(=O)OC (methyl 3-((2-amino-5-bromophenyl)amino)propanoate). The yield is 86.0%. As a reaction SMILES: [Br:1][C:2]1[CH:3]=[CH:4][C:5]([N+:15]([O-])=O)=[C:6]([NH:8][CH2:9][CH2:10][C:11]([O:13][CH3:14])=[O:12])[CH:7]=1>[NH4+].[Cl-].C(O)C.[Fe]>[NH2:15][C:5]1[CH:4]=[CH:3][C:2]([Br:1])=[CH:7][C:6]=1[NH:8][CH2:9][CH2:10][C:11]([O:13][CH3:14])=[O:12] |f:1.2|. Reported procedure: Iron powder (7 g, 0.12 mol) was added to a mixture of methyl 3-(5-bromo-2-nitrophenylamino)propanoate (12 g, 0.04 mol) in aq. NH4Cl solution (50 mL) and ethanol (100 mL). After heating at 60° C. for 2 h, the mixture solution was filtered. The filtrate was evaporated, diluted with water (100 mL), extracted with ethyl acetate (150 mL), dried and concentrated to give the crude product, which was purified by CombiFlash to afford methyl 3-((2-amino-5-bromophenyl)amino)propanoate (9.4 g, yield 84%). L... Reactants: O=C1CCC(=O)N1Br, ClCCl, CCCCCC, CC(C)(C)c1cc(C=O)c(O)cc1Cl. Yields the product CC(C)(C)c1cc(C=O)c(O)c(Br)c1Cl. RXN SMILES: [Br:15][N:16]1[C:17](=[O:18])[CH2:19][CH2:20][C:21]1=[O:22].[CH2:29]([Cl:30])[Cl:31].[CH3:23][CH2:24][CH2:25][CH2:26][CH2:27][CH3:28].[OH:1][c:2]1[c:3]([CH:4]=[O:5])[cH:6][c:7]([C:11]([CH3:12])([CH3:13])[CH3:14])[c:8]([Cl:10])[cH:9]1>>[OH:1][c:2]1[c:3]([CH:4]=[O:5])[cH:6][c:7]([C:11]([CH3:12])([CH3:13])[CH3:14])[c:8]([Cl:10])[c:9]1[Br:15]. The product is Cl.C(C1=CC=CC=C1)(=O)O[C@H]1[C@H]([C@@H](C[C@@H]1CO)N)OC(C1=CC=CC=C1)=O ((−)-(1R,2S,3R,5R)-3-amino-5-(hydroxymethyl)cyclopentane-1,2-diyl dibenzoate hydrochloride). Solvent: CCOCC (ether), CO (methanol). Run at time 2 hour. Reported procedure: 2 N solution of HCl in ether (15 ml) was added in stirring solution of compound 5 (10.0 g, 21.9 mmol) in methanol at 0° C. The mixture was allowed to warm to room temperature gradually and continue stirred for 2 hr. Solvent was evaporated under reduced pressure, and the residue was treated with anhydrous ether (120 mL) to precipitate the product 6. The precipitated product was washed with ether (50 mL×2) afforded the titled compound as white solid. [α]D25 −28.19°; 1H NMR (500 MHz, DMSO-d6): δ 8.... The reactants are solution, Cl (HCl), C(C1=CC=CC=C1)(=O)O[C@H]1[C@H]([C@@H](C[C@@H]1CO)NC(=O)OC(C)(C)C)OC(C1=CC=CC=C1)=O ((−)-(1R,2S,3R,5R)-3-((tert-butoxycarbonyl)amino)-5-(hydroxymethyl)cyclopentane-1,2-diyl dibenzoate). As a reaction SMILES: [ClH:1].[C:2]([O:10][C@@H:11]1[C@@H:15]([CH2:16][OH:17])[CH2:14][C@@H:13]([NH:18]C(OC(C)(C)C)=O)[C@@H:12]1[O:26][C:27](=[O:34])[C:28]1[CH:33]=[CH:32][CH:31]=[CH:30][CH:29]=1)(=[O:9])[C:3]1[CH:8]=[CH:7][CH:6]=[CH:5][CH:4]=1>CCOCC.CO>[ClH:1].[C:2]([O:10][C@@H:11]1[C@@H:15]([CH2:16][OH:17])[CH2:14][C@@H:13]([NH2:18])[C@@H:12]1[O:26][C:27](=[O:34])[C:28]1[CH:33]=[CH:32][CH:31]=[CH:30][CH:29]=1)(=[O:9])[C:3]1[CH:4]=[CH:5][CH:6]=[CH:7][CH:8]=1 |f:4.5|. Starting materials: [H-], [Na+], C1CCOC1, C[SiH](C)OCc1cc(C(C)(C)C)cn(C2c3cc(C#N)ccc3OC(C)(C)C2O)c1=O. The product is C[SiH](C)OCc1cc(C(C)(C)C)cn(C2=CC(C)(C)Oc3ccc(C#N)cc32)c1=O. RXN SMILES: [H-:32].[Na+:33].[O:34]1[CH2:35][CH2:36][CH2:37][CH2:38]1.[OH:1][CH:2]1[CH:3]([n:16]2[c:17](=[O:31])[c:18]([CH2:26][O:27][SiH:28]([CH3:29])[CH3:30])[cH:19][c:20]([C:22]([CH3:23])([CH3:24])[CH3:25])[cH:21]2)[c:4]2[c:5]([cH:10][cH:11][c:12]([C:14]#[N:15])[cH:13]2)[O:6][C:7]1([CH3:8])[CH3:9]>>[CH:2]1=[C:3]([n:16]2[c:17](=[O:31])[c:18]([CH2:26][O:27][SiH:28]([CH3:29])[CH3:30])[cH:19][c:20]([C:22]([CH3:23])([CH3:24])[CH3:25])[cH:21]2)[c:4]2[c:5]([cH:10][cH:11][c:12]([C:14]#[N:15])[cH:13]2)[O:6][C:7]1([CH3:8])[CH3:9]. Starting materials: Cl (hydrochloric acid), Cl.C(C)NCC (diethylamine hydrochloride), CC1=NC2=CC=CC=C2N=C1 (2-methyl-quinoxaline), C=O (formaldehyde). The solvent is C(C)O (ethanol), O (water), C(C)O (ethanol), C(C)N(CC)CC (triethylamine), C(C)N(CC)CC (triethylamine). Run at temperature 60 celsius. Yields the product N (ammonia), C(C)N(CCC1=NC2=CC=CC=C2N=C1)CC (diethyl-(2-quinoxalin-2-yl-ethyl)-amine). Isolated yield 66.5%. Reaction SMILES: Cl.[CH2:2]([NH:4][CH2:5][CH3:6])[CH3:3].[CH3:7][C:8]1[CH:17]=[N:16][C:15]2[C:10](=[CH:11][CH:12]=[CH:13][CH:14]=2)[N:9]=1.[CH2:18]=O.Cl>C(O)C.O.C(N(CC)CC)C>[NH3:4].[CH2:2]([N:4]([CH2:5][CH3:6])[CH2:18][CH2:7][C:8]1[CH:17]=[N:16][C:15]2[C:10](=[CH:11][CH:12]=[CH:13][CH:14]=2)[N:9]=1)[CH3:3] |f:0.1|. Procedure details: A solution of diethylamine hydrochloride (3.82 g, 35 mmol) and triethylamine (0.23 ml) in ethanol (1.75 ml) and water (1.75 ml) was added dropwise, at 60° C., to a mixture of 2-methyl-quinoxaline (5.0 g, 35 mmol), formaldehyde (2.81 g of 37% solution, 35 mmol), triethylamine (0.17 ml) and ethanol (4.6 ml). The pH was adjusted to 7–7.5 by mean of dilute aqueous hydrochloric acid. Stirring was maintained 16 hours at 60° C. The solvent was concentrated, the residue was diluted with water and extrac...